Dataset: the Open Reaction Database (ORD), a public repository of structured organic reaction records. Task: describe an organic reaction: reactants, conditions, products, and yield The reactants are C(C(=O)Cl)(=O)Cl (Oxalyl chloride), C(C1=CC=CC=C1)OC(=O)NC1CCC(CC1)C(=O)O (4-benzyloxycarbonylamino-cyclohexanecarboxylic acid), Cl.CNOC (N,O-Dimethylhydroxylamine hydrochloride). Solvent: ClCCl (dichloromethane), N1=CC=CC=C1 (pyridine). Run at time 1 hour. Product: C(C1=CC=CC=C1)OC(NC1CCC(CC1)C(N(C)OC)=O)=O ((4-(methoxy-methyl-carbamoyl)-cyclohexyl)-carbamic acid benzyl ester). Isolated yield 37.6%. Reaction SMILES: C(Cl)(=O)C(Cl)=O.[CH2:7]([O:14][C:15]([NH:17][CH:18]1[CH2:23][CH2:22][CH:21]([C:24]([OH:26])=O)[CH2:20][CH2:19]1)=[O:16])[C:8]1[CH:13]=[CH:12][CH:11]=[CH:10][CH:9]=1.Cl.[CH3:28][NH:29][O:30][CH3:31]>ClCCl.N1C=CC=CC=1>[CH2:7]([O:14][C:15](=[O:16])[NH:17][CH:18]1[CH2:19][CH2:20][CH:21]([C:24](=[O:26])[N:29]([O:30][CH3:31])[CH3:28])[CH2:22][CH2:23]1)[C:8]1[CH:9]=[CH:10][CH:11]=[CH:12][CH:13]=1 |f:2.3|. Reported procedure: Oxalyl chloride (0.796 mL, 9.1 mmol) was added slowly to a solution of 4-benzyloxycarbonylamino-cyclohexanecarboxylic acid (2.3 g, 8.3 mmil) in dichloromethane (20 mL). The mixture was stirred at room temperature under nitrogen for 1 hour. Solvent was removed under reduced pressure. N,O-Dimethylhydroxylamine hydrochloride (0.971 g, 9.96 mmol) in anhydrous pyridine (10 mL) was added to the reaction residue. The mixture was stirred at room temperature for 3 hours. Solvent was removed under reduced... Reactants: crude product, C(CCC)N(C(=O)Cl)CCCC (N,N-dibutylcarbamoyl chloride), C(C=1C(C(=O)Cl)=CC=CC1)(=O)Cl (phthaloyl chloride), C1(C=2C(C(=O)O1)=CC=CC2)=O (phthalic anhydride). The product is C(CCC)N(C=O)CCCC (N,N-Dibutylformamide). Reaction SMILES: C(Cl)(=O)C1C(=CC=CC=1)C(Cl)=O.C1(=O)OC(=O)C2=CC=CC=C12.[CH2:24]([N:28]([CH2:32][CH2:33][CH2:34][CH3:35])[C:29](Cl)=[O:30])[CH2:25][CH2:26][CH3:27]>>[CH2:24]([N:28]([CH2:32][CH2:33][CH2:34][CH3:35])[CH:29]=[O:30])[CH2:25][CH2:26][CH3:27]. Procedure details: The crude product remains as a dark oil. According to HPLC analysis, it contains 83.8% by weight of phthaloyl chloride, 2.4% by weight of phthalic anhydride, and, according to GC analysis, 0.9 area % of N,N-dibutylcarbamoyl chloride. Based on the product, this corresponds to a crude yield of 97.8% of theory. Reactants: Cc1cccc(C)c1-n1nc(C(C)(C)C)cc1Nc1cccnc1C(=O)O, CC(=O)O, ClCCl, O=C1CCC(=O)N1Cl, [K+], [OH-], O. Yields the product Cc1cccc(C)c1-n1nc(C(C)(C)C)c(Cl)c1Nc1cccnc1C(=O)O. As a reaction SMILES: [C:1]([CH3:2])([CH3:3])([CH3:4])[c:5]1[n:6][n:7](-[c:20]2[c:21]([CH3:27])[cH:22][cH:23][cH:24][c:25]2[CH3:26])[c:8]([NH:10][c:11]2[c:12]([C:17](=[O:18])[OH:19])[n:13][cH:14][cH:15][cH:16]2)[cH:9]1.[C:31]([OH:32])(=[O:33])[CH3:34].[Cl:28][CH2:29][Cl:30].[Cl:35][N:36]1[C:37](=[O:38])[CH2:39][CH2:40][C:41]1=[O:42].[K+:44].[OH-:43].[OH2:45]>>[C:1]([CH3:2])([CH3:3])([CH3:4])[c:5]1[n:6][n:7](-[c:20]2[c:21]([CH3:27])[cH:22][cH:23][cH:24][c:25]2[CH3:26])[c:8]([NH:10][c:11]2[c:12]([C:17](=[O:18])[OH:19])[n:13][cH:14][cH:15][cH:16]2)[c:9]1[Cl:28]. Reactants: Nc1cccc(-c2c(Cc3ccccc3)cnc3c(C(F)(F)F)cccc23)c1, O=Cc1ccc2ccccc2c1. Reaction SMILES: [CH2:1]([c:2]1[cH:3][cH:4][cH:5][cH:6][cH:7]1)[c:8]1[cH:9][n:10][c:11]2[c:12]([C:25]([F:26])([F:27])[F:28])[cH:13][cH:14][cH:15][c:16]2[c:17]1-[c:18]1[cH:19][c:20]([NH2:24])[cH:21][cH:22][cH:23]1.[cH:29]1[c:30]([CH:39]=[O:40])[cH:31][cH:32][c:33]2[cH:34][cH:35][cH:36][cH:37][c:38]12>>[CH2:1]([c:2]1[cH:3][cH:4][cH:5][cH:6][cH:7]1)[c:8]1[cH:9][n:10][c:11]2[c:12]([C:25]([F:26])([F:27])[F:28])[cH:13][cH:14][cH:15][c:16]2[c:17]1-[c:18]1[cH:19][c:20]([NH:24][CH2:39][c:30]2[cH:29][c:38]3[c:33]([cH:32][cH:31]2)[cH:34][cH:35][cH:36][cH:37]3)[cH:21][cH:22][cH:23]1. Yields the product FC(F)(F)c1cccc2c(-c3cccc(NCc4ccc5ccccc5c4)c3)c(Cc3ccccc3)cnc12. RXN SMILES: [OH:1][CH:2]1[CH2:7][CH2:6][CH:5]([CH:8]2[CH2:13][C:12]([CH3:15])([CH3:14])[NH:11][C:10]([CH3:17])([CH3:16])[CH2:9]2)[CH2:4][CH2:3]1.[C:18](O)(=[O:20])[CH3:19]>C1(C)C(C)=CC=CC=1>[C:18]([O:1][CH:2]1[CH2:7][CH2:6][CH:5]([CH:8]2[CH2:9][C:10]([CH3:17])([CH3:16])[NH:11][C:12]([CH3:15])([CH3:14])[CH2:13]2)[CH2:4][CH2:3]1)(=[O:20])[CH3:19]. The reactants are C(C)(=O)O (acetic acid), tetra-n-butyl-ortho-titanate, OC1CCC(CC1)C1CC(NC(C1)(C)C)(C)C (4-(4'-hydroxycyclohexyl)-2,2,6,6-tetramethylpiperidine). Procedure details: 7 parts of 4-(4'-hydroxycyclohexyl)-2,2,6,6-tetramethylpiperidine were dissolved in xylene by warming 1.7 parts of acetic acid and 0.5 part of tetra-n-butyl-ortho-titanate were added and the solution allowed to stir and reflux for 48 hours. Water was continuously removed from the reaction. The xylene was removed under reduced pressure and the residue treated with 0.5 part carbon, 0.5 part sodium carbonate and water. The mixture was stirred and heated at reflux for 1 hour. The mixture was then fi... The product is C(C)(=O)OC1CCC(CC1)C1CC(NC(C1)(C)C)(C)C (4-(4'-Acetyloxycyclohexyl)-2,2,6,6-tetramethylpiperidine). Run in C=1(C(=CC=CC1)C)C (xylene). The reactants are quartz, ClCCl (dichloromethane), O=C1C=C(CC(C)(C)C1)C (isophorone), C1=CCCCC1 (cyclohexene). Yields the product CC1(CC(C2C3CCCCC3C2(C1)C)=O)C (5,5,7-trimethyltricyclo[6.4.0.02,7 ]dodecane-3-one). The yield is 82.0%. Reaction SMILES: [O:1]=[C:2]1[CH2:9][C:6]([CH3:8])([CH3:7])[CH2:5][C:4]([CH3:10])=[CH:3]1.[CH:11]1[CH2:16][CH2:15]C[CH2:13][CH:12]=1.Cl[CH2:18]Cl>>[CH3:10][C:4]1([CH3:18])[CH2:5][C:6]2([CH3:8])[CH:9]([CH:13]3[CH:7]2[CH2:15][CH2:16][CH2:11][CH2:12]3)[C:2](=[O:1])[CH2:3]1. Reported procedure: To a photoreactor fitted with a quartz immersion well and nitrogen bubbler was added, under nitrogen, 30.0 g. (0.217 mol.) of isophorone and 145 ml. of freshly distilled cyclohexene. Enough dichloromethane was added to fill the 825 ml. internal volume of the photoreactor. After the solution was bubbled with nitrogen for 1 hour, it was irradiated through a Corning 9700 glass filter for 71/4 hours with an Hanovia 450 watt medium pressure mercury arc. At the end of this period, the solution was con... The reactants are CN[C@@H]1C[C@H]2O[C@@](C)([C@@H]1OC)n1c3ccccc3c3c4c(c5c6ccccc6n2c5c31)C(=O)NC4 (staurosporine), N#Cc1ccc(C=O)cc1Br. Yields the product CO[C@@H]1[C@@H](C[C@H]2O[C@]1(C)n3c4ccccc4c5c6CNC(=O)c6c7c8ccccc8n2c7c35)N(C)Cc9ccc(C#N)c(Br)c9, CN[C@@H]1C[C@H]2O[C@@](C)([C@@H]1OC)n1c3ccccc3c3c4c(c5c6ccccc6n2c5c31)C(=O)NC4 (Staurosporine), c1ccc(-c2ccccc2)cc1 (biphenyl), N#Cc1ccc(CO)cc1Br. Run in CC(=O)N(C)C (DMA), CC(=O)N(C)C (DMA), CC(=O)N(C)C (DMA), CC(=O)N(C)C (DMA), CC(=O)N(C)C (DMA), CC(=O)N(C)C (DMA), CC(=O)N(C)C (DMA). Conditions: temperature 22 celsius, time 18 hour. Reagents/catalysts: CC(C)[O-].CC(C)[O-].CC(C)[O-].CC(C)[O-].[Ti+4] (Ti(OiPr)4), CC(=O)O (acetic acid), CC(=O)O[BH-](OC(C)=O)OC(C)=O.[Na+] (Sodium triacetoxyborohydride). The reactants are Bis(dibenzylidineacetone)palladium, C1(CCCCC1)P(C1=C(C=CC=C1)C1=C(C=CC=C1)N(C)C)C1CCCCC1 ((2′-dicyclohexylphosphanyl-biphenyl-2-yl)-dimethylamine), CC(C)([O-])C.[K+] (Potassium tert-butoxide), BrC1=CC(=C(C(=C1)C)NC(CC(C)(C)C)=O)C (N-(4-bromo-2,6-dimethylphenyl)-3,3-dimethylbutanamide), FC(C=1C=NC=2CCNCC2C1)(F)F (3-(trifluoromethyl)-5,6,7,8-tetrahydro-1,6-naphthyridine). The solvent is C1(=CC=CC=C1)C (toluene). Conditions: time 15 minute. Yields the product CC1=C(C(=CC(=C1)N1CC=2C=C(C=NC2CC1)C(F)(F)F)C)NC(CC(C)(C)C)=O (N-(2,6-dimethyl-4-(3-(trifluoromethyl)-7,8-dihydro-1,6-naphthyridin-6(5H)-yl)phenyl)-3,3-dimethylbutanamide). Reaction SMILES: C1(P(C2CCCCC2)C2C=CC=CC=2C2C=CC=CC=2N(C)C)CCCCC1.CC(C)([O-])C.[K+].Br[C:36]1[CH:41]=[C:40]([CH3:42])[C:39]([NH:43][C:44](=[O:50])[CH2:45][C:46]([CH3:49])([CH3:48])[CH3:47])=[C:38]([CH3:51])[CH:37]=1.[F:52][C:53]([F:65])([F:64])[C:54]1[CH:55]=[N:56][C:57]2[CH2:58][CH2:59][NH:60][CH2:61][C:62]=2[CH:63]=1>C1(C)C=CC=CC=1>[CH3:42][C:40]1[CH:41]=[C:36]([N:60]2[CH2:59][CH2:58][C:57]3[N:56]=[CH:55][C:54]([C:53]([F:52])([F:64])[F:65])=[CH:63][C:62]=3[CH2:61]2)[CH:37]=[C:38]([CH3:51])[C:39]=1[NH:43][C:44](=[O:50])[CH2:45][C:46]([CH3:49])([CH3:48])[CH3:47] |f:1.2|. Procedure: Bis(dibenzylidineacetone)palladium (4 mg, 0.069 mmol) and (2′-dicyclohexylphosphanyl-biphenyl-2-yl)-dimethylamine (7 mg, 0.015 mmol) were added to dry toluene (1 mL purged with argon) and stirred for 15 minutes under argon. Potassium tert-butoxide (36 mg, 0.32 mmol), N-(4-bromo-2,6-dimethylphenyl)-3,3-dimethylbutanamide (52 mg, 0.17 mmol) and 3-(trifluoromethyl)-5,6,7,8-tetrahydro-1,6-naphthyridine (WO/04069162) (40 mg, 0.15 mmol) were then added and the reaction mixture was stirred at 80° C. ov... Reactants: C1CCC2=NCCCN2CC1, Cc1cnc(CO)c(C)c1, COCCOC, CS(=O)c1nc(N)nc(-c2ccco2)c1C#N. The product is Cc1cnc(COc2nc(N)nc(-c3ccco3)c2C#N)c(C)c1. Reaction SMILES: [CH2:28]1[CH2:29][CH2:30][C:31]2=[N:36][CH2:35][CH2:34][CH2:33][N:32]2[CH2:37][CH2:38]1.[CH3:18][c:19]1[c:20]([CH2:26][OH:27])[n:21][cH:22][c:23]([CH3:25])[cH:24]1.[CH3:39][O:40][CH2:41][CH2:42][O:43][CH3:44].[NH2:1][c:2]1[n:3][c:4]([S:15]([CH3:16])=[O:17])[c:5]([C:13]#[N:14])[c:6](-[c:8]2[o:9][cH:10][cH:11][cH:12]2)[n:7]1>>[NH2:1][c:2]1[n:3][c:4]([O:27][CH2:26][c:20]2[c:19]([CH3:18])[cH:24][c:23]([CH3:25])[cH:22][n:21]2)[c:5]([C:13]#[N:14])[c:6](-[c:8]2[o:9][cH:10][cH:11][cH:12]2)[n:7]1.